From a dataset of the Open Reaction Database (ORD), a public repository of structured organic reaction records. describe an organic reaction: reactants, conditions, products, and yield The reactants are Cl, CCOC(=O)c1nc(-c2c(F)cccc2F)oc1OCC, [K+], [OH-]. The product is CCOc1oc(-c2c(F)cccc2F)nc1C(=O)O. RXN SMILES: [ClH:22].[F:1][c:2]1[c:3](-[c:9]2[o:10][c:11]([O:19][CH2:20][CH3:21])[c:12]([C:14](=[O:15])[O:16][CH2:17][CH3:18])[n:13]2)[c:4]([F:8])[cH:5][cH:6][cH:7]1.[K+:24].[OH-:23]>>[F:1][c:2]1[c:3](-[c:9]2[o:10][c:11]([O:19][CH2:20][CH3:21])[c:12]([C:14](=[O:15])[OH:16])[n:13]2)[c:4]([F:8])[cH:5][cH:6][cH:7]1. The reactants are O=C([O-])[O-], O=C(CCCCCCCBr)NOCc1ccccc1, COc1cc2c(cc1OC)C(C(C)C)NCC2, Cl, [K+], [K+], CN(C)C=O. Yields the product COc1cc2c(cc1OC)C(C(C)C)N(CCCCCCCC(=O)NOCc1ccccc1)CC2. As a reaction SMILES: [C:38](=[O:39])([O-:40])[O-:41].[CH2:1]([c:2]1[cH:3][cH:4][cH:5][cH:6][cH:7]1)[O:8][NH:9][C:10]([CH2:11][CH2:12][CH2:13][CH2:14][CH2:15][CH2:16][CH2:17][Br:18])=[O:19].[CH:21]([CH3:22])([CH3:23])[CH:24]1[NH:25][CH2:26][CH2:27][c:28]2[cH:29][c:30]([O:36][CH3:37])[c:31]([O:34][CH3:35])[cH:32][c:33]21.[ClH:20].[K+:42].[K+:43].[O:44]=[CH:45][N:46]([CH3:47])[CH3:48]>>[CH2:1]([c:2]1[cH:3][cH:4][cH:5][cH:6][cH:7]1)[O:8][NH:9][C:10]([CH2:11][CH2:12][CH2:13][CH2:14][CH2:15][CH2:16][CH2:17][N:25]1[CH:24]([CH:21]([CH3:22])[CH3:23])[c:33]2[c:28]([cH:29][c:30]([O:36][CH3:37])[c:31]([O:34][CH3:35])[cH:32]2)[CH2:27][CH2:26]1)=[O:19]. Reactants: ClC1=NC(=NC(=N1)NCC(CCC1CCNC(C1)(C)C)(C)C)NCC(CCC1CCNC(C1)(C)C)(C)C (2-chloro-4,6-bis-(2,2,6,6-tetramethyl-4-piperidylbutylamino)-1,3,5-triazine), C(CC)NCCC (dipropylamine), [OH-].[Na+] (sodium hydroxide). Run in C=1(C(=CC=CC1)C)C (xylene). Run at time 15 minute. The product is C(CC)N(C1=NC(=NC(=N1)NCC(CCC1CCNC(C1)(C)C)(C)C)NCC(CCC1CCNC(C1)(C)C)(C)C)CCC (2-dipropylamino-4,6-bis-(2,2,6,6-tetramethyl-4-piperidylbutylamino)-1,3,5-triazine). Reaction SMILES: Cl[C:2]1[N:7]=[C:6]([NH:8][CH2:9][C:10]([CH3:22])([CH3:21])[CH2:11][CH2:12][CH:13]2[CH2:18][C:17]([CH3:20])([CH3:19])[NH:16][CH2:15][CH2:14]2)[N:5]=[C:4]([NH:23][CH2:24][C:25]([CH3:37])([CH3:36])[CH2:26][CH2:27][CH:28]2[CH2:33][C:32]([CH3:35])([CH3:34])[NH:31][CH2:30][CH2:29]2)[N:3]=1.[CH2:38]([NH:41][CH2:42][CH2:43][CH3:44])[CH2:39][CH3:40].[OH-].[Na+]>C1(C)C(C)=CC=CC=1>[CH2:38]([N:41]([CH2:42][CH2:43][CH3:44])[C:2]1[N:3]=[C:4]([NH:23][CH2:24][C:25]([CH3:37])([CH3:36])[CH2:26][CH2:27][CH:28]2[CH2:33][C:32]([CH3:34])([CH3:35])[NH:31][CH2:30][CH2:29]2)[N:5]=[C:6]([NH:8][CH2:9][C:10]([CH3:22])([CH3:21])[CH2:11][CH2:12][CH:13]2[CH2:18][C:17]([CH3:20])([CH3:19])[NH:16][CH2:15][CH2:14]2)[N:7]=1)[CH2:39][CH3:40] |f:2.3|. Procedure: 53.6 g of 2-chloro-4,6-bis-(2,2,6,6-tetramethyl-4-piperidylbutylamino)-1,3,5-triazine, together with 15.0 g of dipropylamine in 250 ml of xylene, are stirred under reflux for 16 hours. After cooling to room temperature, 100 ml of 2N sodium hydroxide solution are added, the mixture is stirred vigorously for 15 minutes and the aqueous phase is then separated off. The xylene solution is dried over sodium sulfate and evaporated in vacuo. Crystallisation of the resulting residue from acetonitrile giv... The reactants are [Si](C)(C)(C(C)(C)C)OC[C@H](CC1=CC=C(C=C1)O[Si](C)(C)C(C)(C)C)NC1=C(C=NC2=CC=CC=C12)N (N4-[(1S)-2-{[tert-Butyl(dimethyl)silyl]oxy}-1-(4-{[tert-butyl(dimethyl)silyl]oxy}benzyl)ethyl]quinoline-3,4-diamine), C(=O)(O)[O-].[Na+] (NaHCO3), Cl.ClCC(OCC)=N (Ethyl 2-chloroethanimidoate hydrochloride). The solvent is ClCCCl (1,2-dichloroethane). Run at temperature 70 celsius. The product is ethyl acetate hexanes, [Si](C)(C)(C(C)(C)C)OC[C@H](CC1=CC=C(C=C1)O[Si](C)(C)C(C)(C)C)N1C(=NC=2C=NC=3C=CC=CC3C21)CCl (1-[(1S)-2-{[tert-butyl(dimethyl)silyl]oxy}-1-(4-{[tert-butyl(dimethyl)silyl]oxy}benzyl)ethyl]-2-(chloromethyl)-1H-imidazo[4,5-c]quinoline). The yield is 81.2%. As a reaction SMILES: [Si:1]([O:8][CH2:9][C@@H:10]([NH:26][C:27]1[C:36]2[C:31](=[CH:32][CH:33]=[CH:34][CH:35]=2)[N:30]=[CH:29][C:28]=1[NH2:37])[CH2:11][C:12]1[CH:17]=[CH:16][C:15]([O:18][Si:19]([C:22]([CH3:25])([CH3:24])[CH3:23])([CH3:21])[CH3:20])=[CH:14][CH:13]=1)([C:4]([CH3:7])([CH3:6])[CH3:5])([CH3:3])[CH3:2].Cl.[Cl:39][CH2:40][C:41](=N)OCC.C([O-])(O)=O.[Na+]>ClCCCl>[Si:1]([O:8][CH2:9][C@@H:10]([N:26]1[C:27]2[C:36]3[CH:35]=[CH:34][CH:33]=[CH:32][C:31]=3[N:30]=[CH:29][C:28]=2[N:37]=[C:41]1[CH2:40][Cl:39])[CH2:11][C:12]1[CH:13]=[CH:14][C:15]([O:18][Si:19]([C:22]([CH3:25])([CH3:24])[CH3:23])([CH3:21])[CH3:20])=[CH:16][CH:17]=1)([C:4]([CH3:5])([CH3:6])[CH3:7])([CH3:3])[CH3:2] |f:1.2,3.4|. Procedure details: N4-[(1S)-2-{[tert-Butyl(dimethyl)silyl]oxy}-1-(4-{[tert-butyl(dimethyl)silyl]oxy}benzyl)ethyl]quinoline-3,4-diamine (23.46 g, 43.6 mmol) was dissolved in 400 mL of dry 1,2-dichloroethane and the yellow solution was stirred under N2. Ethyl 2-chloroethanimidoate hydrochloride (13.8 g, 87.2 mmol) was then added and the reaction mixture was heated to 70° C. overnight. The reaction mixture was then cooled and treated with 300 mL of saturated NaHCO3 solution. The layers were separated and the organic ...